From a dataset of the Open Reaction Database (ORD), a public repository of structured organic reaction records. describe an organic reaction: reactants, conditions, products, and yield Starting materials: C(C)(C)(C)OC(=O)NC(C(=O)O)CC=1N=CNC1 (2-tert-Butoxycarbonylamino-3-(1H-imidazol-4-yl)-propionic acid), C(C1=CC=CC=C1)Br (benzyl bromide), C([O-])([O-])=O.[K+].[K+] (potassium carbonate). Solvent: CN(C)C=O (DMF). The product is C(C1=CC=CC=C1)OC(C(CC=1N=CN(C1)CC1=CC=CC=C1)NC(=O)OC(C)(C)C)=O (3-(1-benzyl-1H-imidazol-4-yl)-2-tert-butoxycarbonylamino-propionic acid benzyl ester). Yield: 30273.2%. Reaction SMILES: [C:1]([O:5][C:6]([NH:8][CH:9]([CH2:13][C:14]1[N:15]=[CH:16][NH:17][CH:18]=1)[C:10]([OH:12])=[O:11])=[O:7])([CH3:4])([CH3:3])[CH3:2].[CH2:19](Br)[C:20]1[CH:25]=[CH:24][CH:23]=[CH:22][CH:21]=1.C(=O)([O-])[O-].[K+].[K+]>CN(C=O)C>[CH2:19]([O:11][C:10](=[O:12])[CH:9]([NH:8][C:6]([O:5][C:1]([CH3:4])([CH3:2])[CH3:3])=[O:7])[CH2:13][C:14]1[N:15]=[CH:16][N:17]([CH2:19][C:20]2[CH:25]=[CH:24][CH:23]=[CH:22][CH:21]=2)[CH:18]=1)[C:20]1[CH:25]=[CH:24][CH:23]=[CH:22][CH:21]=1 |f:2.3.4|. Reported procedure: 2-tert-Butoxycarbonylamino-3-(1H-imidazol-4-yl)-propionic acid (25 g, 97.92 mmol), benzyl bromide (17.59 g, 12.2 mL, 0.103 mmol) and potassium carbonate (16.9 g, 0.122 mol) in DMF (250 mL) were stirred overnight under argon. The solvent was removed and the residue taken up into water and CH2Cl2. The organic layer was washed with water and brine, dried and filtered. The solvent was removed and the residue subject to column chromatography (silica gel, 75% EA/PE to afford 3-(1-benzyl-1H-imidazol-4-... The reactants are COc1ccc(-c2cc(NCCO)nc(S(C)(=O)=O)n2)cc1C(F)(F)F, CS(C)=O, N#C[Na]. Yields the product COc1ccc(-c2cc(NCCO)nc(C#N)n2)cc1C(F)(F)F. RXN SMILES: [CH3:1][S:2](=[O:3])(=[O:4])[c:5]1[n:6][c:7](-[c:15]2[cH:16][c:17]([C:23]([F:24])([F:25])[F:26])[c:18]([O:21][CH3:22])[cH:19][cH:20]2)[cH:8][c:9]([NH:11][CH2:12][CH2:13][OH:14])[n:10]1.[CH3:30][S:31]([CH3:32])=[O:33].[Na:27][C:28]#[N:29]>>[c:5]1([C:28]#[N:29])[n:6][c:7](-[c:15]2[cH:16][c:17]([C:23]([F:24])([F:25])[F:26])[c:18]([O:21][CH3:22])[cH:19][cH:20]2)[cH:8][c:9]([NH:11][CH2:12][CH2:13][OH:14])[n:10]1.